The task is: describe an organic reaction: reactants, conditions, products, and yield. This data is from the Open Reaction Database (ORD), a public repository of structured organic reaction records. Starting materials: S1C(=CC=C1)B(O)O (2-thiopheneboronic acid), BrC=1C=C(C(=O)OC)C=C(C1)C (methyl 3-bromo-5-methylbenzoate). The product is CC=1C=C(C(=O)OC)C=C(C1)C1=CSC=C1 (methyl 3-methyl-5-(3-thienyl)benzoate). As a reaction SMILES: [S:1]1[CH:5]=[CH:4][CH:3]=[C:2]1B(O)O.Br[C:10]1[CH:11]=[C:12]([CH:17]=[C:18]([CH3:20])[CH:19]=1)[C:13]([O:15][CH3:16])=[O:14]>>[CH3:20][C:18]1[CH:17]=[C:12]([CH:11]=[C:10]([C:3]2[CH:4]=[CH:5][S:1][CH:2]=2)[CH:19]=1)[C:13]([O:15][CH3:16])=[O:14]. Procedure: Following the general procedure of EXAMPLE 766 and making non-critical variations but using 2-thiopheneboronic acid and methyl 3-bromo-5-methylbenzoate, methyl 3-methyl-5-(3-thienyl)benzoate is obtained. Starting materials: NC(=O)C=1C=C(C=C2C(=NC=NC12)NCC=1C=C(C=CC1)NC(OC(C)(C)C)=O)C(CO)O (tert-butyl [3-({[8-(aminocarbonyl)-6-(1,2-dihydroxyethyl)quinazolin-4-yl]amino}methyl)phenyl]carbamate), Cl (hydrogen chloride), O1CCOCC1 (dioxane). Run in CO (methanol). Run at time 1 hour. Yields the product OC(CO)C=1C=C2C(=NC=NC2=C(C1)C(=O)N)NCC1=CC(=CC=C1)NC(C1=CC=C(C=C1)OC)=O (6-(1,2-Dihydroxy-ethyl)-4-[3-(4-methoxy-benzoylamino)-benzylamino]-quinazoline-8-carboxylic acid amide). As a reaction SMILES: [NH2:1][C:2]([C:4]1[CH:5]=[C:6]([CH:30]([OH:33])[CH2:31][OH:32])[CH:7]=[C:8]2[C:13]=1[N:12]=[CH:11][N:10]=[C:9]2[NH:14][CH2:15][C:16]1[CH:17]=[C:18]([NH:22][C:23](=[O:29])OC(C)(C)C)[CH:19]=[CH:20][CH:21]=1)=[O:3].Cl.O1[CH2:40][CH2:39][O:38][CH2:37]C1>CO>[OH:33][CH:30]([C:6]1[CH:7]=[C:8]2[C:13](=[C:4]([C:2]([NH2:1])=[O:3])[CH:5]=1)[N:12]=[CH:11][N:10]=[C:9]2[NH:14][CH2:15][C:16]1[CH:21]=[CH:20][CH:19]=[C:18]([NH:22][C:23](=[O:29])[C:4]2[CH:2]=[CH:40][C:39]([O:38][CH3:37])=[CH:8][CH:13]=2)[CH:17]=1)[CH2:31][OH:32]. Reported procedure: To a solution of tert-butyl [3-({[8-(aminocarbonyl)-6-(1,2-dihydroxyethyl)quinazolin-4-yl]amino}methyl)phenyl]carbamate (25.00 mg; 0.06 mmol; 1.00 eq.) in methanol was added 4.0M hydrogen chloride in dioxane (0.14 ml; 4.00 M; 0.55 mmol; 10.00 eq.). The reaction mixture was stirred at RT for 1 h and evaporated off the solvent to obtain the title compound MS (M+1) 354.